Dataset: the Open Reaction Database (ORD), a public repository of structured organic reaction records. Task: describe an organic reaction: reactants, conditions, products, and yield The reactants are BrCC1=C(N(C(N1C(C)=O)=O)C(C)=O)C(=O)OCC (ethyl 5-(bromomethyl)-1,3-diacetyl-2,3-dihydro-2-oxo-1H-imidazole-4-carboxylate), CN(C)C (trimethylamine). Solvent: O1CCCC1 (tetrahydrofuran). Conditions: temperature 0 celsius, time 15 minute. The product is O.[Br-].C(C)OC(=O)C1=C(NC(N1)=O)C[N+](C)(C)C (5-(ethoxycarbonyl)-2,3-dihydro-N,N,N-trimethyl-2-oxo-1H-imidazole-4-methanaminium bromide monohydrate). Reaction SMILES: [Br:1][CH2:2][C:3]1[N:7](C(=[O:10])C)[C:6](=[O:11])[N:5](C(=O)C)[C:4]=1[C:15]([O:17][CH2:18][CH3:19])=[O:16].[CH3:20][N:21]([CH3:23])[CH3:22]>O1CCCC1>[OH2:10].[Br-:1].[CH2:18]([O:17][C:15]([C:4]1[NH:5][C:6](=[O:11])[NH:7][C:3]=1[CH2:2][N+:21]([CH3:23])([CH3:22])[CH3:20])=[O:16])[CH3:19] |f:3.4.5|. Procedure: To a solution of 10.4 g of crude ethyl 5-(bromomethyl)-1,3-diacetyl-2,3-dihydro-2-oxo-1H-imidazole-4-carboxylate in 100 ml of dry tetrahydrofuran, cooled in an ice bath under argon, there is added gaseous trimethylamine for 7 minutes. The mixture is stirred at 0° C. for 15 minutes and then evaporated to dryness. To the residue is added 50 ml of 31% hydrogen bromide in acetic acid and the mixture is warmed briefly on a steam bath to about 50° C. to bring about dissolution. It is then allowed to s... Solvent: C(O)([O-])=O.[Na+] (sodium hydrogen carbonate). Isolated yield 76.6%. Reactants: C(C)[SiH](CC)CC (triethylsilane), FC(C(=O)O)(F)F (trifluoroacetic acid), C(C)[SiH](CC)CC (triethylsilane), FC(C(=O)O)(F)F (trifluoroacetic acid), ClC(C)Cl (dichloroethane), COC(CN1C(=CC2=CC(=CC=C12)Cl)C)=O ((5-chloro-2-methylindol-1-yl)acetic acid methyl ester), C1(=CC=CC=C1)S(=O)(=O)C1=C(SC=C1)C=O (3-phenylsulphony-2-thiophenealdehyde), ClC(C)Cl (dichloroethane). Reaction SMILES: C([SiH](CC)CC)C.FC(F)(F)C(O)=O.ClC(Cl)C.[CH3:19][O:20][C:21](=[O:34])[CH2:22][N:23]1[C:31]2[C:26](=[CH:27][C:28]([Cl:32])=[CH:29][CH:30]=2)[CH:25]=[C:24]1[CH3:33].[C:35]1([S:41]([C:44]2[CH:48]=[CH:47][S:46][C:45]=2[CH:49]=O)(=[O:43])=[O:42])[CH:40]=[CH:39][CH:38]=[CH:37][CH:36]=1>C(=O)([O-])O.[Na+]>[CH3:19][O:20][C:21](=[O:34])[CH2:22][N:23]1[C:31]2[C:26](=[CH:27][C:28]([Cl:32])=[CH:29][CH:30]=2)[C:25]([CH2:49][C:45]2[S:46][CH:47]=[CH:48][C:44]=2[S:41]([C:35]2[CH:36]=[CH:37][CH:38]=[CH:39][CH:40]=2)(=[O:43])=[O:42])=[C:24]1[CH3:33] |f:5.6|. Procedure: A mixture of triethylsilane (2.7 g), trifluoroacetic acid (1.6 g) and dichloroethane (8.0 mL) at −20° C. was treated dropwise with a mixture of (5-chloro-2-methylindol-1-yl)acetic acid methyl ester (0.36 g), 3-phenylsulphony-2-thiophenealdehyde (0.39 g) and dichloroethane (8.0 mL), and the resulting mixture was warmed to room temperature over a period of 1.5 hours. The mixture was treated with additional triethylsilane (2.7 g) and trifluoroacetic acid (1.6 g) and then stirred at room temperature... Reaction conditions: time 1 hour. The product is COC(CN1C(=C(C2=CC(=CC=C12)Cl)CC=1SC=CC1S(=O)(=O)C1=CC=CC=C1)C)=O ([3-(3-benzenesulfonylthiophen-2-ylmethyl)-5-chloro-2-methylindol-1-yl]acetic acid methyl ester). Starting materials: O=C1C2CCCCC2C(=O)N1CCCCBr, O=C([O-])[O-], CN(C)C=O, Cl, [K+], [K+], c1cnc(N2CCNCC2)nc1. Product: O=C1C2CCCCC2C(=O)N1CCCCN1CCN(c2ncccn2)CC1, Cl. As a reaction SMILES: [Br:1][CH2:2][CH2:3][CH2:4][CH2:5][N:6]1[C:7](=[O:8])[CH:9]2[CH:10]([CH2:11][CH2:12][CH2:13][CH2:14]2)[C:15]1=[O:16].[C:29](=[O:30])([O-:31])[O-:32].[CH3:36][N:37]([CH3:38])[CH:39]=[O:40].[ClH:35].[K+:33].[K+:34].[n:17]1[c:18]([N:23]2[CH2:24][CH2:25][NH:26][CH2:27][CH2:28]2)[n:19][cH:20][cH:21][cH:22]1>>[CH2:2]([CH2:3][CH2:4][CH2:5][N:6]1[C:7](=[O:8])[CH:9]2[CH:10]([CH2:11][CH2:12][CH2:13][CH2:14]2)[C:15]1=[O:16])[N:26]1[CH2:25][CH2:24][N:23]([c:18]2[n:17][cH:22][cH:21][cH:20][n:19]2)[CH2:28][CH2:27]1.[ClH:35].